Dataset: the Open Reaction Database (ORD), a public repository of structured organic reaction records. Task: describe an organic reaction: reactants, conditions, products, and yield The reactants are [Mg] (magnesium), ice, Cl (hydrochloric acid), II (iodine), CC1CC(=O)CC(C1)(C)C (dihydroisophorone), ClCC(=O)OCC (ethyl chloroacetate). Run in C1=CC=CC=C1 (benzene), CCOCC (ether), C1=CC=CC=C1 (benzene), CCOCC (ether). The product is OC1(CC(CC(C1)C)(C)C)CC(=O)OCC (Ethyl 1-hydroxy-3,3,5-trimethyl-cyclohexylacetate). Reaction SMILES: [Mg].[CH3:2][CH:3]1[CH2:9][C:8]([CH3:11])([CH3:10])[CH2:7][C:5](=[O:6])[CH2:4]1.Cl[CH2:13][C:14]([O:16][CH2:17][CH3:18])=[O:15].II.Cl>CCOCC.C1C=CC=CC=1>[OH:6][C:5]1([CH2:13][C:14]([O:16][CH2:17][CH3:18])=[O:15])[CH2:4][CH:3]([CH3:2])[CH2:9][C:8]([CH3:11])([CH3:10])[CH2:7]1. Procedure details: 300 ml of absolute ether, 150 ml of dry benzene and 170 g of magnesium shavings are added to a 6 liter flask which is fitted with a stirrer, thermometer, dropping funnel and reflux condenser. Now, there is introduced dropwise a mixture of 1.100 kg of dihydroisophorone and 960 g of ethyl chloroacetate dissolved in 1.200 l of ether and 600 ml of benzene. (If the reaction does not begin during the addition of the first 200 ml and warming at slight reflux does not begin spontaneously, then a few sma... Reactants: EtOAc hexanes, C(C=CCCC)=O (2-hexenal), CN1C=CC2=CC=CC=C12 (1-methyl-1H-indole), C(=O)(C(F)(F)F)O (TFA), C(C1=CC=CC=C1)[C@H]1C(N([C@H](N1)C(C)(C)C)C)=O ((2S,5S)-5-benzyl-2-tert-butyl-3-methyl-imidazolidin-4-one). The solvent is C(Cl)Cl (CH2Cl2), C(C)(C)O (isopropanol). The product is CN1C=C(C2=CC=CC=C12)[C@@H](CC=O)CCC ((R)-3-(1-Methyl-1H-indol-3-yl)-hexanal). Isolated yield 80.2%. Reaction SMILES: [CH:1](=[O:7])[CH:2]=[CH:3][CH2:4][CH2:5][CH3:6].[CH3:8][N:9]1[C:17]2[C:12](=[CH:13][CH:14]=[CH:15][CH:16]=2)[CH:11]=[CH:10]1.C(O)(C(F)(F)F)=O.C([C@@H]1N[C@H](C(C)(C)C)N(C)C1=O)C1C=CC=CC=1>C(Cl)Cl.C(O)(C)C>[CH3:8][N:9]1[C:17]2[C:12](=[CH:13][CH:14]=[CH:15][CH:16]=2)[C:11]([C@H:3]([CH2:4][CH2:5][CH3:6])[CH2:2][CH:1]=[O:7])=[CH:10]1. Procedure: Prepared according to the general procedure from 2-hexenal (174 μL, 1.50 mmol), 1-methyl-1H-indole (64 μL, 0.50 mmol), TFA (7.7 μL, 0.10 mmol) and (2S,5S)-5-benzyl-2-tert-butyl-3-methyl-imidazolidin-4-one (24.6 mg, 0.100 mmol) in CH2Cl2 (0.85 mL) and isopropanol (0.15 mL) at −60° C. for 6 h to provide, after silica gel chromatography (5:95 EtOAc/hexanes), the title compound as a colorless oil (92 mg, 80% yield, 93% ee). IR (film) 2959, 2923, 2870, 1720, 1483, 1470, 1425, 1376, 1327, 1244, 1159, ... Procedure details: To a solution of (S)-methyl 5-oxo-pyrrolidine-2-carboxylate (Aldrich, 2.86 g, 20 mmol) in tetrahydrofuran (50 mL) at 0° C. was added in portions 60% oil dispersion NaH (720 mg, 30 mmol). Methyl iodide (1.88 mL, 30 mmol) was added and the mixture was allowed to warm to ambient temperature and stirred for 16 h. The mixture was concentrated under reduced pressure and residue was partitioned between water and ethyl acetate. The organic layer was washed with water, brine, dried with anhydrous MgSO4, ... The reactants are O=C1CC[C@H](N1)C(=O)OC ((S)-methyl 5-oxo-pyrrolidine-2-carboxylate), oil, [H-].[Na+] (NaH), CI (Methyl iodide), [BH4-].[Na+] (sodium borohydride). As a reaction SMILES: [O:1]=[C:2]1[NH:6][C@H:5]([C:7]([O:9]C)=O)[CH2:4][CH2:3]1.[H-].[Na+].[CH3:13]I.[BH4-].[Na+]>O1CCCC1.CO>[OH:9][CH2:7][C@H:5]1[N:6]([CH3:13])[C:2](=[O:1])[CH2:3][CH2:4]1 |f:1.2,4.5|. Product: OC[C@@H]1CCC(N1C)=O ((5S)-5-(hydroxymethyl)-1-methylpyrrolidin-2-one). Solvent: O1CCCC1 (tetrahydrofuran), CO (methanol). The yield is 50.3%. Reaction conditions: time 16 hour. Starting materials: COC(C1=CC(=CC(=C1)O)OCOC)=O (5-hydroxy-3-methoxymethoxybenzoic acid methyl ester), NC1=NN(C=C1)C (3-amino-1-methyl-1H-pyrazole), Cl.ClC1=CC=NC=C1 (4-chloropyridine hydrochloride), FCC(CF)O (1,3-difluoro-2-propanol). The product is FCC(OC=1C=C(C=C(C(=O)NC2=NN(C=C2)C)C1)OC1=CC=NC=C1)CF (5-(2-fluoro-1-fluoromethyl-ethoxy)-N-(1-methyl-1H-pyrazol-3-yl)-3-(pyridin-4-yloxy)benzamide). RXN SMILES: CO[C:3](=[O:15])[C:4]1[CH:9]=[C:8]([OH:10])[CH:7]=[C:6](OCOC)[CH:5]=1.Cl.Cl[C:18]1[CH:23]=[CH:22][N:21]=[CH:20][CH:19]=1.[F:24][CH2:25][CH:26]([OH:29])[CH2:27][F:28].[NH2:30][C:31]1[CH:35]=[CH:34][N:33]([CH3:36])[N:32]=1>>[F:24][CH2:25][CH:26]([CH2:27][F:28])[O:29][C:6]1[CH:7]=[C:8]([O:10][C:18]2[CH:23]=[CH:22][N:21]=[CH:20][CH:19]=2)[CH:9]=[C:4]([CH:5]=1)[C:3]([NH:30][C:31]1[CH:35]=[CH:34][N:33]([CH3:36])[N:32]=1)=[O:15] |f:1.2|. Procedure: The compound of Production Example 164 was obtained as a white amorphous substance using 5-hydroxy-3-methoxymethoxybenzoic acid methyl ester, 4-chloropyridine hydrochloride, 1,3-difluoro-2-propanol and 3-amino-1-methyl-1H-pyrazole, by the same method as in Production Example 117, a corresponding method, or a combination thereof with an ordinary method. Reactants: CC(C)(C)Cc1nc2cc(Br)ccc2n1CC1CCOCC1, C1COCCO1, CCN(C(C)C)C(C)C, O=C(C=Cc1ccccc1)C=Cc1ccccc1, O=C(C=Cc1ccccc1)C=Cc1ccccc1, O=C(C=Cc1ccccc1)C=Cc1ccccc1, [Pd], [Pd], COC(=O)CS, CC1(C)c2cccc(P(c3ccccc3)c3ccccc3)c2Oc2c(P(c3ccccc3)c3ccccc3)cccc21. Yields the product COC(=O)CSc1ccc2c(c1)nc(CC(C)(C)C)n2CC1CCOCC1. RXN SMILES: [Br:1][c:2]1[cH:3][c:4]2[c:5]([n:6]([CH2:14][CH:15]3[CH2:16][CH2:17][O:18][CH2:19][CH2:20]3)[c:7]([CH2:9][C:10]([CH3:11])([CH3:12])[CH3:13])[n:8]2)[cH:21][cH:22]1.[CH2:80]1[O:81][CH2:82][CH2:83][O:84][CH2:85]1.[CH:23]([N:24]([CH2:25][CH3:26])[CH:27]([CH3:28])[CH3:29])([CH3:30])[CH3:31].[O:106]=[C:107]([CH:108]=[CH:109][c:110]1[cH:111][cH:112][cH:113][cH:114][cH:115]1)[CH:116]=[CH:117][c:118]1[cH:119][cH:120][cH:121][cH:122][cH:123]1.[O:124]=[C:125]([CH:126]=[CH:127][c:128]1[cH:129][cH:130][cH:131][cH:132][cH:133]1)[CH:134]=[CH:135][c:136]1[cH:137][cH:138][cH:139][cH:140][cH:141]1.[O:88]=[C:89]([CH:90]=[CH:91][c:92]1[cH:93][cH:94][cH:95][cH:96][cH:97]1)[CH:98]=[CH:99][c:100]1[cH:101][cH:102][cH:103][cH:104][cH:105]1.[Pd:86].[Pd:87].[SH:32][CH2:33][C:34](=[O:35])[O:36][CH3:37].[c:38]1([P:39]([c:40]2[cH:41][cH:42][cH:43][cH:44][cH:45]2)[c:46]2[c:47]3[c:71]([cH:72][cH:73][cH:74]2)[C:68]([CH3:69])([CH3:70])[c:50]2[c:49]([c:54]([P:55]([c:56]4[cH:57][cH:58][cH:59][cH:60][cH:61]4)[c:62]4[cH:63][cH:64][cH:65][cH:66][cH:67]4)[cH:53][cH:52][cH:51]2)[O:48]3)[cH:75][cH:76][cH:77][cH:78][cH:79]1>>[c:2]1([S:32][CH2:33][C:34](=[O:35])[O:36][CH3:37])[cH:3][c:4]2[c:5]([n:6]([CH2:14][CH:15]3[CH2:16][CH2:17][O:18][CH2:19][CH2:20]3)[c:7]([CH2:9][C:10]([CH3:11])([CH3:12])[CH3:13])[n:8]2)[cH:21][cH:22]1. The reactants are FC1=C(C=O)C=CC(=C1)OC (2-fluoro-4-methoxybenzaldehyde), NN (hydrazine). Product: COC1=CC=C2C=NNC2=C1 (6-methoxy-1H-indazole). The yield is 59.0%. RXN SMILES: F[C:2]1[CH:9]=[C:8]([O:10][CH3:11])[CH:7]=[CH:6][C:3]=1[CH:4]=O.[NH2:12][NH2:13]>>[CH3:11][O:10][C:8]1[CH:9]=[C:2]2[C:3]([CH:4]=[N:12][NH:13]2)=[CH:6][CH:7]=1. Procedure details: A mixture of 2-fluoro-4-methoxybenzaldehyde (1 g, 6.5 mmol) and hydrazine (7 mL) was heated to reflux for 4 h. The mixture was extracted with CH2Cl2. The combined organic layers were washed with water, brine, concentrated in vacuo, and purified by column chromatography (elution with PE/EtOAc=5:1) to afford 6-methoxy-1H-indazole (intermediate 42) (568 mg, 59%) as a yellow solid. HPLC: 99%, RT 2.159 min. MS (ESI) m/z 149.1[M+H]+.